This data is from the Open Reaction Database (ORD), a public repository of structured organic reaction records. The task is: describe an organic reaction: reactants, conditions, products, and yield Reactants: FC(C(=O)O)(F)F (trifluoroacetic acid), C(C)(C)(C)OC(=O)N1CCC(CC1)CCN(C=1SC2=C(N1)C=CC(=C2)C(F)(F)F)CCC2=CC(=C(C=C2)C#N)C (4-{2-[[2-(4-Cyano-3-methyl-phenyl)-ethyl]-(6-trifluoromethyl-benzothiazol-2-yl)-amino]-ethyl}-piperidine-1-carboxylic acid tert-butyl ester), ClC=1SC2=C(N1)C=CC(=C2)C(F)(F)F (2-Chloro-6-trifluoromethyl-benzothiazole), FC(C(=O)O)(F)F.NCCC1=CC(=C(C#N)C=C1)C (4-(2-Amino-ethyl)-2-methyl-benzonitrile trifluoro acetate), CC(C)(C)OC(=O)N1CCC(CC1)CC=O (N-boc-piperidinyl-4-acetaldehyde). Run in C(C)(=O)OCC (ethyl acetate), ClCCl (dichloromethane). Reaction conditions: time 1 hour. Product: CC1=C(C#N)C=CC(=C1)CCN(C=1SC2=C(N1)C=CC(=C2)C(F)(F)F)CCC2CCNCC2 (2-Methyl-4-{2-[(2-piperidin-4-yl-ethyl)-(6-trifluoromethyl-benzothiazol-2-yl)-amino]-ethyl}-benzonitrile). The yield is 35.8%. As a reaction SMILES: C(OC([N:8]1[CH2:13][CH2:12][CH:11]([CH2:14][CH2:15][N:16]([CH2:30][CH2:31][C:32]2[CH:37]=[CH:36][C:35]([C:38]#[N:39])=[C:34]([CH3:40])[CH:33]=2)[C:17]2[S:18][C:19]3[CH:25]=[C:24]([C:26]([F:29])([F:28])[F:27])[CH:23]=[CH:22][C:20]=3[N:21]=2)[CH2:10][CH2:9]1)=O)(C)(C)C.FC(F)(F)C(O)=O.NCCC1C=CC(C#N)=C(C)C=1.CC(OC(N1CCC(CC=O)CC1)=O)(C)C.ClC1SC2C=C(C(F)(F)F)C=CC=2N=1.FC(F)(F)C(O)=O>ClCCl.C(OCC)(=O)C>[CH3:40][C:34]1[CH:33]=[C:32]([CH2:31][CH2:30][N:16]([CH2:15][CH2:14][CH:11]2[CH2:10][CH2:9][NH:8][CH2:13][CH2:12]2)[C:17]2[S:18][C:19]3[CH:25]=[C:24]([C:26]([F:28])([F:27])[F:29])[CH:23]=[CH:22][C:20]=3[N:21]=2)[CH:37]=[CH:36][C:35]=1[C:38]#[N:39] |f:1.2|. Reported procedure: 1.1 g 4-{2-[[2-(4-Cyano-3-methyl-phenyl)-ethyl]-(6-trifluoromethyl-benzothiazol-2-yl)-amino]-ethyl}-piperidine-1-carboxylic acid tert-butyl ester [prepared according to the method described in Example 1 and 5 from 4-(2-Amino-ethyl)-2-methyl-benzonitrile trifluoro acetate, N-boc-piperidinyl-4-acetaldehyde and 2-Chloro-6-trifluoromethyl-benzothiazole] were dissolved in 50 ml dichloromethane. 5 ml trifluoroacetic acid were added and the reaction mixture was stirred at room temperature for one hour.... Reactants: CO, COc1ccc(C#CCCO)cc1C. The product is COc1ccc(CCCCO)cc1C. Reaction SMILES: [CH3:15][OH:16].[CH3:1][O:2][c:3]1[c:4]([CH3:14])[cH:5][c:6]([C:9]#[C:10][CH2:11][CH2:12][OH:13])[cH:7][cH:8]1>>[CH3:1][O:2][c:3]1[c:4]([CH3:14])[cH:5][c:6]([CH2:9][CH2:10][CH2:11][CH2:12][OH:13])[cH:7][cH:8]1. The reactants are S(O)(O)(=O)=O (sulfuric acid), ClC1=C(C=C(C(=C1)Cl)OC(C)C)N1N=C(N(C1=O)CF)C (1-[2,4-dichloro-5-(1-methylethoxy)phenyl]-4-fluoromethyl-4,5-dihydro-3-methyl-1,2,4-triazol-5(1H)-one). Run in ice water. Reaction conditions: time 2.5 hour. The product is ClC1=C(C=C(C(=C1)Cl)O)N1N=C(N(C1=O)CF)C (1-(2,4-dichloro-5-hydroxyphenyl)-4-fluoromethyl-4,5-dihydro-3-methyl-1,2,4-triazol-5(1H)-one). The yield is 72.8%. As a reaction SMILES: S(=O)(=O)(O)O.[Cl:6][C:7]1[CH:12]=[C:11]([Cl:13])[C:10]([O:14]C(C)C)=[CH:9][C:8]=1[N:18]1[C:22](=[O:23])[N:21]([CH2:24][F:25])[C:20]([CH3:26])=[N:19]1>>[Cl:6][C:7]1[CH:12]=[C:11]([Cl:13])[C:10]([OH:14])=[CH:9][C:8]=1[N:18]1[C:22](=[O:23])[N:21]([CH2:24][F:25])[C:20]([CH3:26])=[N:19]1. Procedure: To 5 mL of stirring concentrated sulfuric acid was added portionwise 0.53 g (0.0016 mole) of 1-[2,4-dichloro-5-(1-methylethoxy)phenyl]-4-fluoromethyl-4,5-dihydro-3-methyl-1,2,4-triazol-5(1H)-one. After complete addition, the mixture was stirred at room temperature for 2.5 hours. The mixture was poured into 100 mL of ice water and stirred for 30 minutes. The aqueous mixture was extracted with diethyl ether, and the extract was washed with water. The organic phase was dried over anhydrous magnesiu...